From a dataset of the Open Reaction Database (ORD), a public repository of structured organic reaction records. describe an organic reaction: reactants, conditions, products, and yield The reactants are ClC1=NC=C(C(=N1)NC1=CC(=CC=C1)O)F (2-chloro-5-fluoro-N4-(3-hydroxyphenyl)-4-pyrimidineamine), COC=1C=C(N)C=CC1OC (3,4-dimethoxyaniline). Product: COC=1C=C(C=CC1OC)NC1=NC=C(C(=N1)NC1=CC(=CC=C1)O)F (N2-(3,4-dimethoxyphenyl)-5-fluoro-N4-(3-hydroxyphenyl)-2,4-pyrimidinediamine). RXN SMILES: Cl[C:2]1[N:7]=[C:6]([NH:8][C:9]2[CH:14]=[CH:13][CH:12]=[C:11]([OH:15])[CH:10]=2)[C:5]([F:16])=[CH:4][N:3]=1.[CH3:17][O:18][C:19]1[CH:20]=[C:21]([CH:23]=[CH:24][C:25]=1[O:26][CH3:27])[NH2:22]>>[CH3:17][O:18][C:19]1[CH:20]=[C:21]([NH:22][C:2]2[N:7]=[C:6]([NH:8][C:9]3[CH:14]=[CH:13][CH:12]=[C:11]([OH:15])[CH:10]=3)[C:5]([F:16])=[CH:4][N:3]=2)[CH:23]=[CH:24][C:25]=1[O:26][CH3:27]. Reported procedure: In like manner to the preparation of N4-(3,4-ethylenedioxyphenyl)-5-fluoro-N2-(3-hydroxyphenyl)-2,4-pyrimidinediamine, the reaction of 2-chloro-5-fluoro-N4-(3-hydroxyphenyl)-4-pyrimidineamine with 3,4-dimethoxyaniline gave N2-(3,4-dimethoxyphenyl)-5-fluoro-N4-(3-hydroxyphenyl)-2,4-pyrimidinediamine. 1H NMR (CDCl3): δ 7.90 (d, 1H, J=6.6 Hz), 7.59 (bs, 1H), 7.30 (s, 1H), 7.20–7.10 (m, 2H), 7.00–6.75 (m, 4H), 6.59 (bd, 1H, J=7.8 Hz), 3.87 (s, 3H), 3.84 (s, 3H); 19F NMR (CDCl3): −47229; LCMS: ret. t... Reactants: CC(C)(C)c1cc(O)c(-c2ccc(Cl)cc2)c(C(C)(C)C)c1, ClCCl, O=C(CCl)NCO, O=C(O)C(F)(F)F. The product is CC(C)(C)c1cc(C(C)(C)C)c(-c2ccc(Cl)cc2)c(O)c1CNC(=O)CCl. As a reaction SMILES: [C:1]([CH3:2])([CH3:3])([CH3:4])[c:5]1[cH:6][c:7]([OH:22])[c:8](-[c:15]2[cH:16][cH:17][c:18]([Cl:21])[cH:19][cH:20]2)[c:9]([C:11]([CH3:12])([CH3:13])[CH3:14])[cH:10]1.[Cl:37][CH2:38][Cl:39].[OH:23][CH2:24][NH:25][C:26]([CH2:27][Cl:28])=[O:29].[OH:30][C:31]([C:32]([F:33])([F:34])[F:35])=[O:36]>>[C:1]([CH3:2])([CH3:3])([CH3:4])[c:5]1[c:6]([CH2:24][NH:25][C:26]([CH2:27][Cl:28])=[O:29])[c:7]([OH:22])[c:8](-[c:15]2[cH:16][cH:17][c:18]([Cl:21])[cH:19][cH:20]2)[c:9]([C:11]([CH3:12])([CH3:13])[CH3:14])[cH:10]1.